Dataset: the Open Reaction Database (ORD), a public repository of structured organic reaction records. Task: describe an organic reaction: reactants, conditions, products, and yield Procedure: 4 ml of dry dimethylformamide were saturated with nitrogen for 10 minutes before 150 mg of ethyl chloroformate and 280 mg of ethyl 5,6-dihydro-1-oxo-1H-pyrimido [1,2-a] quinoxaline-2-carboxylate were added thereto. The solution obtained was left at room temperature overnight and then was poured into water. The mixture was extracted with ethyl acetate and the organic phase was dried over MgSO4 and evaporated to dryness. The residue was chromatographed over silica gel and eluted with ethyl acetate... The reactants are CN(C=O)C (dimethylformamide), ClC(=O)OCC (ethyl chloroformate), O=C1C(=CN=C2N1C1=CC=CC=C1NC2)C(=O)OCC (ethyl 5,6-dihydro-1-oxo-1H-pyrimido [1,2-a] quinoxaline-2-carboxylate). Run at time 8 hour. Yields the product O=C1C(=CN=C2N1C1=CC=CC=C1N(C2)C(=O)OCC)C(=O)OCC (diethyl 5,6-dihydro-1-oxo-1H-pyrimido [1,2-a] quinoxaline-2,6-dicarboxylate). As a reaction SMILES: CN(C)C=O.Cl[C:7]([O:9][CH2:10][CH3:11])=[O:8].[O:12]=[C:13]1[N:18]2[C:19]3[C:24]([NH:25][CH2:26][C:17]2=[N:16][CH:15]=[C:14]1[C:27]([O:29][CH2:30][CH3:31])=[O:28])=[CH:23][CH:22]=[CH:21][CH:20]=3>O>[O:12]=[C:13]1[N:18]2[C:19]3[C:24]([N:25]([C:7]([O:9][CH2:10][CH3:11])=[O:8])[CH2:26][C:17]2=[N:16][CH:15]=[C:14]1[C:27]([O:29][CH2:30][CH3:31])=[O:28])=[CH:23][CH:22]=[CH:21][CH:20]=3. The solvent is O (water). Yield: 39.5%. Yields the product C1(CCCCC1)=O (Cyclohexanone), C1(=CC=CC=C1)O (phenol). Procedure: The epsilon caprolactone employed in accordance with the invention is available commercially so that neither the compound per se nor the method by which it is obtained constitutes any portion of the invention. According to one method, epsilon caprolactone is prepared by oxidizing cyclohexanone with an anhydrous solution of peracetic acid and acetone. The product thus obtained comprises acetic acid and epsilon caprolactone. When this method is used, it is desirable to add the peracetic acid-aceto... RXN SMILES: [C:1]1(=[O:8])O[CH2:6][CH2:5][CH2:4][CH2:3][CH2:2]1.[C:9]1(=[O:15])[CH2:14][CH2:13][CH2:12][CH2:11][CH2:10]1.C(OO)(=O)C.C(OO)(=O)C.CC(C)=O.C1(=O)NCCCCC1>C(O)(=O)C.CC(C)=O>[C:1]1(=[O:8])[CH2:2][CH2:3][CH2:4][CH2:5][CH2:6]1.[C:9]1([OH:15])[CH:14]=[CH:13][CH:12]=[CH:11][CH:10]=1 |f:3.4|. Run in C(C)(=O)O (acetic acid), CC(=O)C (acetone). Starting materials: C1(CCCCC1)=O (cyclohexanone), C(C)(=O)OO (peracetic acid), C(C)(=O)OO.CC(=O)C (peracetic acid acetone), C1(CCCCC1)=O (cyclohexanone), C1(CCCCC1)=O (cyclohexanone), C(C)(=O)OO (peracetic acid), C1(CCCCCN1)=O (caprolactam), C1(CCCCCO1)=O (epsilon caprolactone), C1(CCCCCO1)=O (epsilon caprolactone), C1(CCCCCO1)=O (epsilon caprolactone).